This data is from the Open Reaction Database (ORD), a public repository of structured organic reaction records. The task is: describe an organic reaction: reactants, conditions, products, and yield Product: CN(C)C1(c2cccs2)CCNCC1. Reaction SMILES: [C:24](=[O:25])([O-:26])[O-:27].[C:2]([O:3][C:4](=[O:5])[N:9]1[CH2:10][CH2:11][C:12]([c:15]2[s:16][cH:17][cH:18][cH:19]2)([N:20]([CH3:21])[CH3:22])[CH2:13][CH2:14]1)([CH3:6])([CH3:7])[CH3:8].[CH:30]([Cl:31])([Cl:32])[Cl:33].[ClH:1].[Na+:28].[Na+:29].[OH2:23]>>[NH:9]1[CH2:10][CH2:11][C:12]([c:15]2[s:16][cH:17][cH:18][cH:19]2)([N:20]([CH3:21])[CH3:22])[CH2:13][CH2:14]1. The reactants are O=C([O-])[O-], CN(C)C1(c2cccs2)CCN(C(=O)OC(C)(C)C)CC1, ClC(Cl)Cl, Cl, [Na+], [Na+], O.